From a dataset of the Open Reaction Database (ORD), a public repository of structured organic reaction records. describe an organic reaction: reactants, conditions, products, and yield The reactants are BrC1=C(C#N)C=C(C(=C1)C)[N+](=O)[O-] (2-bromo-4-methyl-5-nitrobenzonitrile), C[S-].[Na+] (sodium thiomethoxide). Solvent: CN(C)C=O (DMF). Reaction conditions: temperature 60 celsius. The product is CC1=CC(=C(C#N)C=C1[N+](=O)[O-])SC (4-Methyl-2-(methylthio)-5-nitrobenzonitrile). RXN SMILES: Br[C:2]1[CH:9]=[C:8]([CH3:10])[C:7]([N+:11]([O-:13])=[O:12])=[CH:6][C:3]=1[C:4]#[N:5].[CH3:14][S-:15].[Na+]>CN(C=O)C>[CH3:10][C:8]1[C:7]([N+:11]([O-:13])=[O:12])=[CH:6][C:3]([C:4]#[N:5])=[C:2]([S:15][CH3:14])[CH:9]=1 |f:1.2|. Procedure: To a solution of 2-bromo-4-methyl-5-nitrobenzonitrile (3 g, 12.45 mmol) in DMF (124 mL), sodium thiomethoxide (1.31 g, 18.67 mmol) was added and the reaction heated to 60° C. for 1 h. The reaction was then cooled to room temperature, quenched with a sat. aq. solution of NaHCO3 and extracted with EtOAc. The organic extract was dried over MgSO4, filtered and concentrated. The resulting residue was purified using FCC eluting with heptanes:EtOAc 1:1 to give the title compound. MS (ESI−) m/z 207.3 (M... Yield: 83.1%. Starting materials: C(C)OC(CC1(OCCC2=C1NC1=C(C=CC(=C21)C(NC)=O)C)CCC)=O ((8-methyl-5-methylcarbamoyl-1-propyl-1,3,4,9-tetrahydro-pyrano[3,4-b]indol-1-yl)-acetic acid ethyl ester), [OH-].[Na+] (NaOH). Reported procedure: To a solution of (8-methyl-5-methylcarbamoyl-1-propyl-1,3,4,9-tetrahydro-pyrano[3,4-b]indol-1-yl)-acetic acid ethyl ester (87 mg, 0.234 mmol) in THF/MeOH (1.5 mL/1.5 mL) was added 1 N NaOH (0.468 mL, 0.468 mmol). The reaction mixture was stirred at ambient temperature overnight. The most of THF/MeOH was removed under reduced pressure and the resulting mixture was acidified with 1 N HCl. The mixture was extracted with EtOAc (3×10 mL). The combined organic phase was washed with brine (20 mL), drie... As a reaction SMILES: C([O:3][C:4](=[O:27])[CH2:5][C:6]1([CH2:24][CH2:25][CH3:26])[C:11]2[NH:12][C:13]3[C:18]([C:10]=2[CH2:9][CH2:8][O:7]1)=[C:17]([C:19](=[O:22])[NH:20][CH3:21])[CH:16]=[CH:15][C:14]=3[CH3:23])C.[OH-].[Na+]>C1COCC1.CO>[CH3:23][C:14]1[CH:15]=[CH:16][C:17]([C:19](=[O:22])[NH:20][CH3:21])=[C:18]2[C:13]=1[NH:12][C:11]1[C:6]([CH2:5][C:4]([OH:27])=[O:3])([CH2:24][CH2:25][CH3:26])[O:7][CH2:8][CH2:9][C:10]2=1 |f:1.2,3.4|. Product: CC=1C=CC(=C2C3=C(NC12)C(OCC3)(CCC)CC(=O)O)C(NC)=O ((8-Methyl-5-methylcarbamoyl-1-propyl-1,3,4,9-tetrahydro-pyrano[3,4-b]indol-1-yl)-acetic Acid). Run in C1CCOC1.CO (THF MeOH). Run at time 8 hour. The reactants are C1=CC=CC=C1 (benzene), ClC1=C(OCC(=O)Cl)C=C(C(=C1)Cl)Cl (2,4,5-trichlorophenoxyacetyl chloride), NC1=NC=CC=C1 (2-aminopyridine). The solvent is C(C)N(CC)CC (triethylamine). The product is ClC1=C(OCC(=O)NC2=NC=CC=C2)C=C(C(=C1)Cl)Cl (2-(2',4',5'-trichlorophenoxy)-N-(2-pyridinyl)-acetamide). As a reaction SMILES: C1C=CC=CC=1.[Cl:7][C:8]1[CH:18]=[C:17]([Cl:19])[C:16]([Cl:20])=[CH:15][C:9]=1[O:10][CH2:11][C:12](Cl)=[O:13].[NH2:21][C:22]1[CH:27]=[CH:26][CH:25]=[CH:24][N:23]=1>C(N(CC)CC)C>[Cl:7][C:8]1[CH:18]=[C:17]([Cl:19])[C:16]([Cl:20])=[CH:15][C:9]=1[O:10][CH2:11][C:12]([NH:21][C:22]1[CH:27]=[CH:26][CH:25]=[CH:24][N:23]=1)=[O:13]. Procedure: After filling in a dry 250 ml flask respectively 150 ml of anhydrous benzene and 32.5 g (0.118 mol) of 2,4,5-trichlorophenoxyacetyl chloride synthesized in Example 14, 11 g (0.118 mol) of 2-aminopyridine was added with vigorous stirring, and then 8.1 ml of triethylamine was slowly dropped to be heated and refluxed for 2-3 hours, while the external temperature was maintained at 80°-90° C. Starting materials: CC(C)(C)c1cc(N=C=O)no1, Cc1ccccc1, Nc1ccc(OCc2ccccc2F)cc1. The product is CC(C)(C)c1cc(NC(=O)Nc2ccc(OCc3ccccc3F)cc2)no1. Reaction SMILES: [C:17]([CH3:18])([CH3:19])([CH3:20])[c:21]1[cH:22][c:23]([N:26]=[C:27]=[O:28])[n:24][o:25]1.[CH3:29][c:30]1[cH:31][cH:32][cH:33][cH:34][cH:35]1.[F:1][c:2]1[c:3]([CH2:4][O:5][c:6]2[cH:7][cH:8][c:9]([NH2:12])[cH:10][cH:11]2)[cH:13][cH:14][cH:15][cH:16]1>>[F:1][c:2]1[c:3]([CH2:4][O:5][c:6]2[cH:7][cH:8][c:9]([NH:12][C:27]([NH:26][c:23]3[cH:22][c:21]([C:17]([CH3:18])([CH3:19])[CH3:20])[o:25][n:24]3)=[O:28])[cH:10][cH:11]2)[cH:13][cH:14][cH:15][cH:16]1. Reactants: BrBr (Bromine), OC=1C=C2C=CC(=CC2=CC1)C=O (6-hydroxy-2-naphthaldehyde), O (water). The solvent is C(C)(=O)O (acetic acid). Reaction conditions: time 30 minute. The product is BrC1=C2C=CC(=CC2=CC=C1O)C=O (5-Bromo-6-hydroxy-2-naphthldehyde). Isolated yield 94.0%. Reaction SMILES: [Br:1]Br.[OH:3][C:4]1[CH:5]=[C:6]2[C:11](=[CH:12][CH:13]=1)[CH:10]=[C:9]([CH:14]=[O:15])[CH:8]=[CH:7]2.O>C(O)(=O)C>[Br:1][C:5]1[C:4]([OH:3])=[CH:13][CH:12]=[C:11]2[C:6]=1[CH:7]=[CH:8][C:9]([CH:14]=[O:15])=[CH:10]2. Procedure details: Step b) Bromine (7.45 mL, 145.3 mmol) was added dropwise to a cold (0° C.) solution of 6-hydroxy-2-naphthaldehyde (25.0 g, 145.3 mmol) in acetic acid (300 mL). After stirring for 30 minutes the mixture was poured into water (21), and the precipitated solid filtered and dried to yield a brown solid (34.5 g, 94% yield, m.p. 189-190). Starting materials: C(C)(C)N1[C@@H](CCC1)C(=O)O ((S)-1-isopropylpyrrolidine-2-carboxylic acid), C(C(=O)Cl)(=O)Cl (oxalyl chloride), CN(C)C=O (DMF). The solvent is ClCCl (dichloromethane). Reaction conditions: time 5 minute. Yields the product C(C)(C)N1[C@@H](CCC1)C(=O)Cl ((S)-1-isopropylpyrrolidine-2-carbonyl chloride). RXN SMILES: [CH:1]([N:4]1[CH2:8][CH2:7][CH2:6][C@H:5]1[C:9]([OH:11])=O)([CH3:3])[CH3:2].C(Cl)(=O)C([Cl:15])=O.CN(C=O)C>ClCCl>[CH:1]([N:4]1[CH2:8][CH2:7][CH2:6][C@H:5]1[C:9]([Cl:15])=[O:11])([CH3:3])[CH3:2]. Reported procedure: To a solution of (S)-1-isopropylpyrrolidine-2-carboxylic acid (4 g, 23.4 mmol) in dry dichloromethane (40 mL) was added oxalyl chloride (4.4 mL, 46.8 mmol) drop wise under nitrogen at ice bath temperature (0-10° C.). After stirring for 5 min, a drop of dry DMF was added to the reaction mixture and was allowed to stir for 2 h at the same temperature. The volatiles were removed on a rotavapor at reduced pressure and the residue was allowed to stay at high vacuum pump for 1 h to afford (S)-1-isopro...